From a dataset of the Open Reaction Database (ORD), a public repository of structured organic reaction records. describe an organic reaction: reactants, conditions, products, and yield Reactants: CC[C@@]12C(C[C@@H]([C@H]1[C@@H]1CCC3=CC(CC[C@@H]3[C@H]1CC2)=O)OC(C(C)(C)C)=O)=O (18-methyl-15α-trimethylacetoxy-4-estrene-3,17-dione), COC(C)(C)OC (dimethoxypropane). Product: COC1=CC2=CC[C@H]3[C@@H]4[C@H](CC([C@@]4(CC)CC[C@@H]3[C@H]2CC1)=O)OC(C(C)(C)C)=O (3-methoxy-18-methyl-15α-trimethylacetoxy-3,5-estradien-17-one). As a reaction SMILES: [CH3:1][CH2:2][C@:3]12[CH2:19][CH2:18][C@H:17]3[C@@H:8]([CH2:9][CH2:10][C:11]4[C@@H:16]3[CH2:15][CH2:14][C:13](=[O:20])[CH:12]=4)[C@@H:7]1[C@@H:6]([O:21][C:22](=[O:27])[C:23]([CH3:26])([CH3:25])[CH3:24])[CH2:5][C:4]2=[O:28].[CH3:29]OC(OC)(C)C>>[CH3:29][O:20][C:13]1[CH2:14][CH2:15][C@H:16]2[C:11](=[CH:10][CH2:9][C@@H:8]3[C@@H:17]2[CH2:18][CH2:19][C@@:3]2([CH2:2][CH3:1])[C@H:7]3[C@@H:6]([O:21][C:22](=[O:27])[C:23]([CH3:24])([CH3:26])[CH3:25])[CH2:5][C:4]2=[O:28])[CH:12]=1. Procedure details: In analogy to Direction II(b), 5.6 g of 18-methyl-15α-trimethylacetoxy-4-estrene-3,17-dione is reacted with dimethoxypropane and worked up, thus obtaining 4.9 g of 3-methoxy-18-methyl-15α-trimethylacetoxy-3,5-estradien-17-one.